This data is from the Open Reaction Database (ORD), a public repository of structured organic reaction records. The task is: describe an organic reaction: reactants, conditions, products, and yield Reactants: Clc1ccccc1, COc1cc(Cc2cnc(N)nc2N)cc(OC)c1OC, O=C(Cl)Cc1ccccc1. Product: COc1cc(Cc2cnc(NC(=O)Cc3ccccc3)nc2N)cc(OC)c1OC. RXN SMILES: [Cl:32][c:33]1[cH:34][cH:35][cH:36][cH:37][cH:38]1.[NH2:1][c:2]1[n:3][cH:4][c:5]([CH2:9][c:10]2[cH:11][c:12]([O:20][CH3:21])[c:13]([O:18][CH3:19])[c:14]([O:16][CH3:17])[cH:15]2)[c:6]([NH2:8])[n:7]1.[c:22]1([CH2:28][C:29](=[O:30])[Cl:31])[cH:23][cH:24][cH:25][cH:26][cH:27]1>>[NH:1]([c:2]1[n:3][cH:4][c:5]([CH2:9][c:10]2[cH:11][c:12]([O:20][CH3:21])[c:13]([O:18][CH3:19])[c:14]([O:16][CH3:17])[cH:15]2)[c:6]([NH2:8])[n:7]1)[C:29]([CH2:28][c:22]1[cH:23][cH:24][cH:25][cH:26][cH:27]1)=[O:30].